describe an organic reaction: reactants, conditions, products, and yield From a dataset of the Open Reaction Database (ORD), a public repository of structured organic reaction records. The reactants are N#CC1CC(F)CN1C(=O)CNC12CCC(C(=O)O)(CC1)CC2, Nc1nc(C23CC4CC(CC(C4)C2)C3)cs1. The product is N#CC1CC(F)CN1C(=O)CNC12CCC(C(=O)Nc3nc(C45CC6CC(CC(C6)C4)C5)cs3)(CC1)CC2. RXN SMILES: [C:1](=[O:2])([OH:3])[C:4]12[CH2:5][CH2:6][C:7]([NH:12][CH2:13][C:14](=[O:15])[N:16]3[CH:17]([C:22]#[N:23])[CH2:18][CH:19]([F:21])[CH2:20]3)([CH2:8][CH2:9]1)[CH2:10][CH2:11]2.[C:24]12([c:34]3[n:35][c:36]([NH2:39])[s:37][cH:38]3)[CH2:25][CH:26]3[CH2:27][CH:28]([CH2:29][CH:30]([CH2:31]1)[CH2:32]3)[CH2:33]2>>[C:1](=[O:2])([C:4]12[CH2:5][CH2:6][C:7]([NH:12][CH2:13][C:14](=[O:15])[N:16]3[CH:17]([C:22]#[N:23])[CH2:18][CH:19]([F:21])[CH2:20]3)([CH2:8][CH2:9]1)[CH2:10][CH2:11]2)[NH:39][c:36]1[n:35][c:34]([C:24]23[CH2:25][CH:26]4[CH2:27][CH:28]([CH2:29][CH:30]([CH2:31]2)[CH2:32]4)[CH2:33]3)[cH:38][s:37]1. The reactants are FC(S(=O)(=O)OS(=O)(=O)C(F)(F)F)(F)F (Trifluoromethanesulphonic anhydride), ClN(C1=C(C=CC=C1)F)C1=NC=NC2=CC(=C(C=C12)OC)O (4-(chloro-2-fluoroanilino)7-hydroxy-6-methoxyquinazoline), N1=CC=CC=C1 (pyridine). Solvent: C(Cl)Cl (methylene chloride). Run at temperature 0 celsius, time 1 hour. The product is COC=1C=C2C=NC=NC2=CC1OS(=O)(=O)C(F)(F)F (6-methoxy-7-(trifluoromethylsulphonyloxy)quinazoline). Yield: 29.2%. RXN SMILES: [F:1][C:2]([F:15])([F:14])[S:3]([O:6]S(C(F)(F)F)(=O)=O)(=[O:5])=[O:4].ClN([C:25]1[C:34]2[C:29](=[CH:30][C:31](O)=[C:32]([O:35][CH3:36])[CH:33]=2)[N:28]=[CH:27][N:26]=1)C1C=CC=CC=1F.N1C=CC=CC=1>C(Cl)Cl>[CH3:36][O:35][C:32]1[CH:33]=[C:34]2[C:29](=[CH:30][C:31]=1[O:6][S:3]([C:2]([F:15])([F:14])[F:1])(=[O:5])=[O:4])[N:28]=[CH:27][N:26]=[CH:25]2. Procedure: Trifluoromethanesulphonic anhydride (0.55 ml, 3.3 mmol) was added to a stirred suspension of 4-(chloro-2-fluoroanilino)7-hydroxy-6-methoxyquinazoline (959 mg, 3 mmol), (prepared as described for the starting material in Example 2), in methylene chloride (2.2 ml) and pyridine (2.2 ml) under argon at 0° C. Thee reaction mixture was stirred for 1 hour at 0° C. allowed to warm to ambient temperature and stirred for a further 1.5 hours. The volatiles were removed by evaporation, the residue was disso... The reactants are CC=1SC(=C(C1C=O)C)SC (2,4-dimethyl-5-(methylthio)thiophene-3-carboxaldehyde), [BH4-].[Na+] (sodium borohydride), ice water. Solvent: C(C)O (ethanol). Run at temperature 20 celsius. The product is CC=1SC(=C(C1CO)C)SC (2,4-dimethyl-3-hydroxymethyl-5-(methylthio)thiophene). RXN SMILES: [CH3:1][C:2]1[S:3][C:4]([S:10][CH3:11])=[C:5]([CH3:9])[C:6]=1[CH:7]=[O:8].[BH4-].[Na+]>C(O)C>[CH3:1][C:2]1[S:3][C:4]([S:10][CH3:11])=[C:5]([CH3:9])[C:6]=1[CH2:7][OH:8] |f:1.2|. Procedure details: 15.0 G. of 2,4-dimethyl-5-(methylthio)thiophene-3-carboxaldehyde was dissolved in 150 m. fo dry ethanol with stirring at 20° C. 0.8 G. of sodium borohydride was added and the mixture was stirred for 30 minutes, then poured into ice water and extracted with ethyl ether. The combined ether extracts were washed with a solution of 5% sodium carbonate and saturated sodium chloride solution, dried over sodium sulfate, filtered, and evaporated to yield 2,4-dimethyl-3-hydroxymethyl-5-(methylthio)thiophe... The reactants are CCN(C(C)C)C(C)C, CCCCO, CCOC(C)=O, Clc1ncnc2[nH]ccc12, NC1(C(=O)NC(CCO)c2ccc(Cl)cc2)CCNCC1. The product is NC1(C(=O)NC(CCO)c2ccc(Cl)cc2)CCN(c2ncnc3[nH]ccc23)CC1. RXN SMILES: [CH2:1]([N:2]([CH:3]([CH3:4])[CH3:5])[CH:6]([CH3:7])[CH3:8])[CH3:9].[CH3:41][CH2:42][CH2:43][CH2:44][OH:45].[CH3:46][CH2:47][O:48][C:49]([CH3:50])=[O:51].[Cl:31][c:32]1[c:33]2[c:34]([n:35][cH:36][n:37]1)[nH:38][cH:39][cH:40]2.[NH2:10][C:11]1([C:17](=[O:18])[NH:19][CH:20]([CH2:21][CH2:22][OH:23])[c:24]2[cH:25][cH:26][c:27]([Cl:30])[cH:28][cH:29]2)[CH2:12][CH2:13][NH:14][CH2:15][CH2:16]1>>[NH2:10][C:11]1([C:17](=[O:18])[NH:19][CH:20]([CH2:21][CH2:22][OH:23])[c:24]2[cH:25][cH:26][c:27]([Cl:30])[cH:28][cH:29]2)[CH2:12][CH2:13][N:14]([c:32]2[c:33]3[c:34]([n:35][cH:36][n:37]2)[nH:38][cH:39][cH:40]3)[CH2:15][CH2:16]1. Reactants: BrB(Br)Br, ClCCCl, COc1ccc(C2(C)CC2(F)F)cc1. The product is CC1(c2ccc(O)cc2)CC1(F)F. As a reaction SMILES: [B:15]([Br:16])([Br:17])[Br:18].[CH2:19]([Cl:20])[CH2:21][Cl:22].[F:1][C:2]1([F:14])[C:3]([CH3:5])([c:6]2[cH:7][cH:8][c:9]([O:12][CH3:13])[cH:10][cH:11]2)[CH2:4]1>>[F:1][C:2]1([F:14])[C:3]([CH3:5])([c:6]2[cH:7][cH:8][c:9]([OH:12])[cH:10][cH:11]2)[CH2:4]1. The reactants are KF Al2O3, BrC=1C=C(C=C(C1O)Br)C[C@H](C(=O)OC)O (methyl(R)-3-(3,5-dibromo-4-hydroxy-phenyl)-2-hydroxy-propionate), ClCOCC[Si](C)(C)C ((2-chloromethoxy-ethyl)-trimethyl-silane). Solvent: C(C)#N (acetonitrile), C(C)#N (acetonitrile). Yields the product BrC=1C=C(C=C(C1OCOCC[Si](C)(C)C)Br)C[C@H](C(=O)OC)O (methyl(R)-3-[3,5-dibromo-4-(2-trimethylsilanyl-ethoxymethoxy)-phenyl]-2-hydroxy-propionate). Reaction SMILES: [Br:1][C:2]1[CH:3]=[C:4]([CH2:10][C@@H:11]([OH:16])[C:12]([O:14][CH3:15])=[O:13])[CH:5]=[C:6]([Br:9])[C:7]=1[OH:8].Cl[CH2:18][O:19][CH2:20][CH2:21][Si:22]([CH3:25])([CH3:24])[CH3:23]>C(#N)C>[Br:1][C:2]1[CH:3]=[C:4]([CH2:10][C@@H:11]([OH:16])[C:12]([O:14][CH3:15])=[O:13])[CH:5]=[C:6]([Br:9])[C:7]=1[O:8][CH2:18][O:19][CH2:20][CH2:21][Si:22]([CH3:25])([CH3:24])[CH3:23]. Procedure details: Under a nitrogen atmosphere 11.1 g (76.6 mmol) 40% KF/Al2O3 were added to a solution of 6.78 g (19.2 mmol) methyl(R)-3-(3,5-dibromo-4-hydroxy-phenyl)-2-hydroxy-propionate in 100 mL acetonitrile and the resulting suspension was stirred for a few minutes at RT. Subsequently a solution of 4.07 mL (23.0 mmol) (2-chloromethoxy-ethyl)-trimethyl-silane in 20 mL acetonitrile was added and the reaction mixture was stirred for 20 h at RT. The mixture was filtered through Celite, the solvent was evaporated... Reactants: O=C([O-])[O-], C1COCCO1, COc1ccc(Cn2c(=O)c3cnn(C4CCOCC4)c3c3ccc(B4OC(C)(C)C(C)(C)O4)cc32)c(OC)c1, COc1ccc(Cn2c(=O)c3cnn(C4CCOCC4)c3c3ccc(-c4c(C)cc(C)nc4OC)cc32)c(OC)c1, COc1ccc(Cn2c(=O)c3cnn(C4CCOCC4)c3c3ccccc32)c(OC)c1, COc1nc(C)cc(C)c1Cl, [Cs+], [Cs+], O=C(O)C(F)(F)F, O. Yields the product COc1nc(C)cc(C)c1-c1ccc2c(c1)[nH]c(=O)c1cnn(C3CCOCC3)c12. Reaction SMILES: [C:52](=[O:53])([O-:54])[O-:55].[CH2:130]1[O:131][CH2:132][CH2:133][O:134][CH2:135]1.[CH3:1][O:2][c:3]1[cH:4][c:5]([O:6][CH3:7])[cH:8][cH:9][c:10]1[CH2:11][n:12]1[c:13]2[cH:14][c:15]([B:16]3[O:17][C:18]([CH3:19])([CH3:20])[C:21]([CH3:22])([CH3:23])[O:24]3)[cH:25][cH:26][c:27]2[c:28]2[n:29]([CH:30]3[CH2:31][CH2:32][O:33][CH2:34][CH2:35]3)[n:36][cH:37][c:38]2[c:39]1=[O:40].[CH3:58][O:59][c:60]1[cH:61][c:62]([O:93][CH3:94])[cH:95][cH:96][c:97]1[CH2:98][n:63]1[c:64](=[O:92])[c:65]2[c:66]([c:67]3[cH:68][cH:69][c:70](-[c:73]4[c:74]([O:81][CH3:82])[n:75][c:76]([CH3:80])[cH:77][c:78]4[CH3:79])[cH:71][c:72]13)[n:83]([CH:86]1[CH2:87][CH2:88][O:89][CH2:90][CH2:91]1)[n:84][cH:85]2.[CH3:99][O:100][c:101]1[cH:102][c:103]([O:104][CH3:105])[cH:106][cH:107][c:108]1[CH2:109][n:110]1[c:111]2[cH:112][cH:113][cH:114][cH:115][c:116]2[c:117]2[n:118]([CH:119]3[CH2:120][CH2:121][O:122][CH2:123][CH2:124]3)[n:125][cH:126][c:127]2[c:128]1=[O:129].[Cl:41][c:42]1[c:43]([O:44][CH3:45])[n:46][c:47]([CH3:48])[cH:49][c:50]1[CH3:51].[Cs+:56].[Cs+:57].[F:136][C:137]([F:138])([F:139])[C:140]([OH:141])=[O:142].[OH2:143]>>[nH:63]1[c:64](=[O:92])[c:65]2[c:66]([c:67]3[cH:68][cH:69][c:70](-[c:73]4[c:74]([O:81][CH3:82])[n:75][c:76]([CH3:80])[cH:77][c:78]4[CH3:79])[cH:71][c:72]13)[n:83]([CH:86]1[CH2:87][CH2:88][O:89][CH2:90][CH2:91]1)[n:84][cH:85]2. Starting materials: ( ν ), ( w ), ( w ), ( w ), ( s ), ( w ), ( w ), ( w ), ( s ), ( w ), BrCCS(=O)(=O)[O-].[Na+] (sodium 2-bromoethane sulfonate), ( w ), ( w ), ( w ), ( m ), ( w ), colorless solid, ( w ), ( w ), ( w ), ( w ), BrCCCCCBr (1,5-Dibromopentane), S(=O)([O-])[O-].[Na+].[Na+] (sodium sulfite), C(C)O (ethanol), ( w ), ( m ), ( m ), ( w ), ( m ), ( w ), ( w ), ( w ), ( w ), ( w ), ( s ). Run in O (water). Yields the product BrCCCCCS(=O)(=O)[O-].[Na+] (Sodium 5-bromopentane sulfonate). As a reaction SMILES: [Br:1][CH2:2][CH2:3][CH2:4][CH2:5][CH2:6]Br.[S:8]([O-:11])([O-:10])=[O:9].[Na+:12].[Na+].C(O)C.BrCCS([O-])(=O)=O.[Na+]>O>[Br:1][CH2:2][CH2:3][CH2:4][CH2:5][CH2:6][S:8]([O-:11])(=[O:10])=[O:9].[Na+:12] |f:1.2.3,5.6,8.9|. Reported procedure: 1,5-Dibromopentane (16.4 g, 71 mmol), sodium sulfite (3 g, 24 mmol), ethanol (25 mL) and water (20 mL) were reacted and worked up analogously to sodium 2-bromoethane sulfonate. Yield: 7.4 g (41%) colorless solid. IR (ATR): {tilde over (ν)}=3485 (m), 3411 (w), 2978 (w), 2930 (m), 2908 (w), 2895 (w), 2867 (w), 2851 (w), 1636 (w), 1616 (w), 1487 (w), 1466 (m), 1410 (w), 1390 (w), 1329 (w), 1314 (w), 1293 (w), 1262 (w), 1224 (m), 1207 (s), 1180 (s), 1044 (s), 988 (w), 938 (w), 823 (w), 804 (w), 792 ...